describe an organic reaction: reactants, conditions, products, and yield From a dataset of the Open Reaction Database (ORD), a public repository of structured organic reaction records. The yield is 236.7%. Run at temperature -78 celsius, time 10 minute. The solvent is C1CCOC1 (THF), C1CCOC1 (THF). Starting materials: IC1=CN(C2=NC=C(N=C21)C2=CC(=C(C(=C2)OC)OC)OC)[Si](C(C)C)(C(C)C)C(C)C (7-iodo-5-triisopropylsilanyl-2-(3,4,5-trimethoxy-phenyl)-5H-pyrrolo[2,3-b]pyrazine), C(C)(C)[Mg]Cl (iPrMgCl), [Li+].[Cl-] (LiCl), C(C)(C)(C)OC(=O)N1CCC(CC1)(C)C=O (4-formyl-4-methyl-piperidine-1-carboxylic acid tert-butyl ester). Procedure: To a −78° C. solution of 7-iodo-5-triisopropylsilanyl-2-(3,4,5-trimethoxy-phenyl)-5H-pyrrolo[2,3-b]pyrazine (680 mg, 1.2 mmol) in THF (4 mL) was added iPrMgCl.LiCl (2.7 mL, 1.3 M in THF, 3.5 mmol) dropwise along the side of the flask. The reaction was stirred for 10 min at −78° C. and a solution of 4-formyl-4-methyl-piperidine-1-carboxylic acid tert-butyl ester (700 mg, 3.1 mmol) in THF (4 mL) was added slowly along the side of the flask. The reaction was allowed to slowly warm to room temperatu... The product is [NH4+].[OH-] (NH4OH), C(C)(C)(C)OC(=O)N1CCC(CC1)(C)C(C1=CN(C2=NC=C(N=C21)C2=CC(=C(C(=C2)OC)OC)OC)[Si](C(C)C)(C(C)C)C(C)C)O (4-{hydroxy-[5-triisopropylsilanyl-2-(3,4,5-trimethoxy-phenyl)-5H-pyrrolo[2,3-b]pyrazin-7-yl]-methyl}-4-methyl-piperidine-1-carboxylic acid tert-butyl ester). RXN SMILES: I[C:2]1[C:10]2[C:5](=[N:6][CH:7]=[C:8]([C:11]3[CH:16]=[C:15]([O:17][CH3:18])[C:14]([O:19][CH3:20])=[C:13]([O:21][CH3:22])[CH:12]=3)[N:9]=2)[N:4]([Si:23]([CH:30]([CH3:32])[CH3:31])([CH:27]([CH3:29])[CH3:28])[CH:24]([CH3:26])[CH3:25])[CH:3]=1.C([Mg]Cl)(C)C.[Li+].[Cl-].[C:40]([O:44][C:45]([N:47]1[CH2:52][CH2:51][C:50]([CH:54]=[O:55])([CH3:53])[CH2:49][CH2:48]1)=[O:46])([CH3:43])([CH3:42])[CH3:41]>C1COCC1>[NH4+:4].[OH-:17].[C:40]([O:44][C:45]([N:47]1[CH2:52][CH2:51][C:50]([CH:54]([OH:55])[C:2]2[C:10]3[C:5](=[N:6][CH:7]=[C:8]([C:11]4[CH:16]=[C:15]([O:17][CH3:18])[C:14]([O:19][CH3:20])=[C:13]([O:21][CH3:22])[CH:12]=4)[N:9]=3)[N:4]([Si:23]([CH:30]([CH3:32])[CH3:31])([CH:27]([CH3:29])[CH3:28])[CH:24]([CH3:26])[CH3:25])[CH:3]=2)([CH3:53])[CH2:49][CH2:48]1)=[O:46])([CH3:43])([CH3:42])[CH3:41] |f:2.3,6.7|. Starting materials: [N+](=O)([O-])C=1C=CC=C2C(C(=CNC12)C(=O)O)=O (1,4-dihydro-8-nitro-4-oxo-3-quinolinecarboxylic acid), [H][H] (hydrogen). The reagents and catalysts are [Ni] (Raney nickel). Run in CN(C=O)C (dimethylformamide). Product: NC=1C=CC=C2C(C(=CNC12)C(=O)O)=O (8-Amino-1,4-dihydro-4-oxo-3-quinolinecarboxylic acid). Yield: 74.2%. As a reaction SMILES: [N+:1]([C:4]1[CH:5]=[CH:6][CH:7]=[C:8]2[C:13]=1[NH:12][CH:11]=[C:10]([C:14]([OH:16])=[O:15])[C:9]2=[O:17])([O-])=O.[H][H]>CN(C)C=O.[Ni]>[NH2:1][C:4]1[CH:5]=[CH:6][CH:7]=[C:8]2[C:13]=1[NH:12][CH:11]=[C:10]([C:14]([OH:16])=[O:15])[C:9]2=[O:17]. Procedure details: A solution of 15.0 g (64 mmol) of 1,4-dihydro-8-nitro-4-oxo-3-quinolinecarboxylic acid [J. Amer. Chem. Soc., 68, 1264 (1946)] in 300 ml of dimethylformamide is hydrogenated using 1 g of Raney nickel catalyst at 51 psi and 23° until the required amount of hydrogen uptake is obtained. The catalyst is filtered off and the filtrate is concentrated to 50 ml and ethanol is added. The solid is collected by filtration and washed with ethanol and ether to give 9.7 g of the title compound. Reactants: C(=O)C=1C=C(C=CC1)C1COC2=C1C(=C(C(=C2C)C)NC(CC(C)(C)C)=O)C (N-(3-(3-formylphenyl)-4,6,7-trimethyl-2,3-dihydro-1-benzofuran-5-yl)-3,3-dimethylbutanamide), O (water), [H-].[Na+] (sodium hydride), paraffin, C(C)OP(=O)(OCC)CC(=O)OCC (ethyl diethylphosphonoacetate). Run in CN(C)C=O (DMF), CN(C)C=O (DMF). Reaction conditions: time 30 minute. Product: CC(CC(=O)NC=1C(=C(C2=C(C(CO2)C=2C=C(C=CC2)/C=C/C(=O)OCC)C1C)C)C)(C)C (Ethyl (2E)-3-(3-(5-((3,3-dimethylbutanoyl)amino)-4,6,7-trimethyl-2,3-dihydro-1-benzofuran-3-yl)phenyl)acrylate). Yield: 92.7%. RXN SMILES: [H-].[Na+].C(OP([CH2:11][C:12]([O:14][CH2:15][CH3:16])=[O:13])(OCC)=O)C.[CH:17]([C:19]1[CH:20]=[C:21]([CH:25]2[C:29]3[C:30]([CH3:44])=[C:31]([NH:36][C:37](=[O:43])[CH2:38][C:39]([CH3:42])([CH3:41])[CH3:40])[C:32]([CH3:35])=[C:33]([CH3:34])[C:28]=3[O:27][CH2:26]2)[CH:22]=[CH:23][CH:24]=1)=O.O>CN(C=O)C>[CH3:40][C:39]([CH3:42])([CH3:41])[CH2:38][C:37]([NH:36][C:31]1[C:32]([CH3:35])=[C:33]([CH3:34])[C:28]2[O:27][CH2:26][CH:25]([C:21]3[CH:20]=[C:19](/[CH:17]=[CH:11]/[C:12]([O:14][CH2:15][CH3:16])=[O:13])[CH:24]=[CH:23][CH:22]=3)[C:29]=2[C:30]=1[CH3:44])=[O:43] |f:0.1|. Procedure details: To a solution of sodium hydride (a 60% dispersion in liquid paraffin, 79 mg, 1.98 mmol) in DMF (10 mL) was added dropwise at 0° C. under an argon atmosphere ethyl diethylphosphonoacetate (444 mg, 1.98 mmol) and the mixture was stirred for 30 minutes. To the reaction solution was added dropwise at 0° C. a solution of N-(3-(3-formylphenyl)-4,6,7-trimethyl-2,3-dihydro-1-benzofuran-5-yl)-3,3-dimethylbutanamide (684 mg, 1.80 mmol) obtained in Example 173 in DMF (5 mL) and the mixture was stirred for ... Reactants: O=Cc1ccsc1Br, CC#N, [O-][Cl+][O-], [Na+], [Na+], [Na+], [OH-], O, OO, O=P([O-])(O)O. The product is O=C(O)c1ccsc1Br. RXN SMILES: [Br:1][c:2]1[s:3][cH:4][cH:5][c:6]1[CH:7]=[O:8].[CH3:21][C:22]#[N:23].[Cl+:15]([O-:16])[O-:17].[Na+:14].[Na+:18].[Na+:20].[OH-:19].[OH2:24].[OH:25][OH:26].[P:9](=[O:10])([O-:11])([OH:12])[OH:13]>>[Br:1][c:2]1[s:3][cH:4][cH:5][c:6]1[C:7](=[O:8])[OH:10].